From a dataset of the Open Reaction Database (ORD), a public repository of structured organic reaction records. describe an organic reaction: reactants, conditions, products, and yield The reactants are C(=O)C1=C(C=CC=C1)C1=CC=C(C=C1)C1=CSC=2NC(C(=C(C21)O)C#N)=O (3-(2′-formyl-1,1′-biphenyl-4-yl)-4-hydroxy-6-oxo-6,7-dihydrothieno[2,3-b]pyridine-5-carbonitrile), [BH4-].[Na+] (NaBH4). The solvent is CO (MeOH), ClCCl (dichloromethane). Run at time 18 hour. Yields the product OC=1C2=C(NC(C1C#N)=O)SC=C2C2=CC=C(C=C2)C2=C(C=CC=C2)CO (4-hydroxy-3-[2′-(hydroxymethyl)-1,1′-biphenyl-4-yl]-6-oxo-6,7-dihydrothieno[2,3-b]pyridine-5-carbonitrile). As a reaction SMILES: [CH:1]([C:3]1[CH:8]=[CH:7][CH:6]=[CH:5][C:4]=1[C:9]1[CH:14]=[CH:13][C:12]([C:15]2[C:23]3[C:22]([OH:24])=[C:21]([C:25]#[N:26])[C:20](=[O:27])[NH:19][C:18]=3[S:17][CH:16]=2)=[CH:11][CH:10]=1)=[O:2].[BH4-].[Na+]>CO.ClCCl>[OH:24][C:22]1[C:23]2[C:15]([C:12]3[CH:11]=[CH:10][C:9]([C:4]4[CH:5]=[CH:6][CH:7]=[CH:8][C:3]=4[CH2:1][OH:2])=[CH:14][CH:13]=3)=[CH:16][S:17][C:18]=2[NH:19][C:20](=[O:27])[C:21]=1[C:25]#[N:26] |f:1.2|. Procedure: To a solution of 3-(2′-formyl-1,1′-biphenyl-4-yl)-4-hydroxy-6-oxo-6,7-dihydrothieno[2,3-b]pyridine-5-carbonitrile (0.03 g, 0.08 mmol) in MeOH (2 mL) and dichloromethane (0.5 mL) was added NaBH4 (0.012 g, 0.32 mmol) in a single portion. The reaction was stirred at room temperature for 18 h. It was then cooled to 0° C. in an ice bath, quenched by slow addition of 1N HCl (10 mL) and extracted with dichloromethane (3×10 mL). The organic layers were dried with anhydrous sodium sulfate, concentrated a...